This data is from the Open Reaction Database (ORD), a public repository of structured organic reaction records. The task is: describe an organic reaction: reactants, conditions, products, and yield The product is COC(=O)NC1=C(C=CC=C1)C1=CC=C(C=C1)CN1C([C@@H](CCC2=C1C=CC=C2)NC(CC(C)(C)NC(=O)OC(C)(C)C)=O)=O (N-[1-[[2'-[(Methoxycarbonyl)amino][1,1'-biphenyl]-4-yl]methyl]-2,3,4,5-tetrahydro-2-oxo-1H-1-benzazepin-3(R)-yl]-3-t-butoxycarbonylamino-3-methylbutanamide). The reactants are O (water), C(C)(C)(C)OC(=O)NC(CC(=O)N[C@H]1C(NC2=C(CC1)C=CC=C2)=O)(C)C (3-t-butoxycarbonylamino-3-methyl- N-[2,3,4,5-tetrahydro-2-oxo-1H-1-benzazepin-3(R)-yl]butanamide), [H-].[Na+] (sodium hydride oil dispersion), solid, BrCC1=CC=C(C=C1)C1=C(C=CC=C1)NC(=O)OC (4-bromomethyl-2'-(methoxycarbonyl)amino-1,1'-biphenyl). The solvent is C(C)(=O)OCC (ethyl acetate), CN(C=O)C (dimethylformamide). Reaction conditions: time 30 minute. Procedure: A solution of 222 mg (0.594 mmol) of 3-t-butoxycarbonylamino-3-methyl- N-[2,3,4,5-tetrahydro-2-oxo-1H-1-benzazepin-3(R)-yl]butanamide (Step I) in 6 mL of dry dimethylformamide was treated with 30 mg of 60% sodium hydride oil dispersion (18 mg NaH, 0.75 mmol, 1.3 eq). The reaction mixture was stirred at room temperature for 30 minutes. To the solution was added 190 mg (0.594 mmol) of solid 4-bromomethyl-2'-(methoxycarbonyl)amino-1,1'-biphenyl. After stirring at room temperature for 1 hour, the re... Reaction SMILES: [C:1]([O:5][C:6]([NH:8][C:9]([CH3:27])([CH3:26])[CH2:10][C:11]([NH:13][C@@H:14]1[CH2:20][CH2:19][C:18]2[CH:21]=[CH:22][CH:23]=[CH:24][C:17]=2[NH:16][C:15]1=[O:25])=[O:12])=[O:7])([CH3:4])([CH3:3])[CH3:2].[H-].[Na+].Br[CH2:31][C:32]1[CH:37]=[CH:36][C:35]([C:38]2[CH:43]=[CH:42][CH:41]=[CH:40][C:39]=2[NH:44][C:45]([O:47][CH3:48])=[O:46])=[CH:34][CH:33]=1.O>CN(C)C=O.C(OCC)(=O)C>[CH3:48][O:47][C:45]([NH:44][C:39]1[CH:40]=[CH:41][CH:42]=[CH:43][C:38]=1[C:35]1[CH:34]=[CH:33][C:32]([CH2:31][N:16]2[C:17]3[CH:24]=[CH:23][CH:22]=[CH:21][C:18]=3[CH2:19][CH2:20][C@@H:14]([NH:13][C:11](=[O:12])[CH2:10][C:9]([NH:8][C:6]([O:5][C:1]([CH3:4])([CH3:2])[CH3:3])=[O:7])([CH3:27])[CH3:26])[C:15]2=[O:25])=[CH:37][CH:36]=1)=[O:46] |f:1.2|. Yield: 63.0%.